From a dataset of the Open Reaction Database (ORD), a public repository of structured organic reaction records. describe an organic reaction: reactants, conditions, products, and yield Reactants: C(C)OC(=O)C=1C(C=2C=C(C(=C3C2N(C(CO3)CO)C1)F)F)=O ((±)-9,10-difluoro-3-hydroxymethyl-7-oxo-2,3-dihydro-7H-pyrido[1,2,3-de][1,4]benzoxazine-6-carboxylic acid ethyl ester), N1=CC=CC=C1 (pyridine), [N+](=O)([O-])C=1C=C(C(=O)Cl)C=C(C1)[N+](=O)[O-] (3,5-dinitrobenzoyl chloride). Solvent: O1CCCC1 (tetrahydrofuran). Run at temperature 90 celsius, time 1.5 hour. Yields the product C(C)OC(=O)C=1C(C=2C=C(C(=C3C2N(C(CO3)COC(C3=CC(=CC(=C3)[N+](=O)[O-])[N+](=O)[O-])=O)C1)F)F)=O ((±)-9,10-difluoro-3-(3,5-dinitrobenzoyloxy)methyl-7-oxo-2,3-dihydro-7H-pyrido[1,2,3-de][1,4]benzoxazine-6-carboxylic acid ethyl ester). The yield is 75.2%. Reaction SMILES: [CH2:1]([O:3][C:4]([C:6]1[C:7](=[O:23])[C:8]2[CH:9]=[C:10]([F:22])[C:11]([F:21])=[C:12]3[O:17][CH2:16][CH:15]([CH2:18][OH:19])[N:14]([CH:20]=1)[C:13]=23)=[O:5])[CH3:2].N1C=CC=CC=1.[N+:30]([C:33]1[CH:34]=[C:35]([CH:39]=[C:40]([N+:42]([O-:44])=[O:43])[CH:41]=1)[C:36](Cl)=[O:37])([O-:32])=[O:31]>O1CCCC1>[CH2:1]([O:3][C:4]([C:6]1[C:7](=[O:23])[C:8]2[CH:9]=[C:10]([F:22])[C:11]([F:21])=[C:12]3[O:17][CH2:16][CH:15]([CH2:18][O:19][C:36](=[O:37])[C:35]4[CH:34]=[C:33]([N+:30]([O-:32])=[O:31])[CH:41]=[C:40]([N+:42]([O-:44])=[O:43])[CH:39]=4)[N:14]([CH:20]=1)[C:13]=23)=[O:5])[CH3:2]. Reported procedure: One gram of (±)-9,10-difluoro-3-hydroxymethyl-7-oxo-2,3-dihydro-7H-pyrido[1,2,3-de][1,4]benzoxazine-6-carboxylic acid ethyl ester (I) and 500 mg of pyridine were suspended in 100 ml of anhydrous tetrahydrofuran (THF), and 1.6 g of 3,5-dinitrobenzoyl chloride was added thereto, followed by refluxing at 90° C. The suspension was once dissolved, and a colorless precipitate was then formed. The reaction was continued for 1.5 hours. After cooling, the precipitate was collected by filtration, washed w... Reactants: OC1=CC=C(C(=O)OC)C=C1 (methyl 4-hydroxybenzoate), ICl (iodine monochloride), O.CO (water MeOH). The solvent is C(Cl)(Cl)Cl (CHCl3), C(C)(=O)O (acetic acid), C(C)(=O)O (acetic acid). Reaction conditions: temperature 45 celsius, time 4 hour. Yields the product OC1=C(C=C(C(=O)OC)C=C1)I (methyl 4-hydroxy-3-iodobenzoate). Yield: 81.6%. Reaction SMILES: [OH:1][C:2]1[CH:11]=[CH:10][C:5]([C:6]([O:8][CH3:9])=[O:7])=[CH:4][CH:3]=1.[I:12]Cl.O.CO>C(O)(=O)C.C(Cl)(Cl)Cl>[OH:1][C:2]1[CH:3]=[CH:4][C:5]([C:6]([O:8][CH3:9])=[O:7])=[CH:10][C:11]=1[I:12] |f:2.3|. Procedure: To a 500 mL 3-necked flask equipped with a magnetic stirrer, a thermometer, and a condenser were added 10.0 g of methyl 4-hydroxybenzoate (Aldrich) and 30 mL of glacial acetic acid. To this suspension was added a solution of 11.74 g of iodine monochloride in 30 mL of glacial acetic acid via addition funnel. The solution was heated at 80° C. for 1 h, 45° C. for 18 h, and 90° C. for an additional 4 h. Cooling to RT afforded a thick red-orange suspension which was transferred to a 1 L separatory fu... Reactants: Cc1c(NC(=O)C(C)(O)C(F)(F)F)ccc(I)c1Cl, CCOC(C)=O, CN(C)C=O, O=C(O)c1ccc(S)cc1. Yields the product Cc1c(NC(=O)C(C)(O)C(F)(F)F)ccc(Sc2ccc(C(=O)O)cc2)c1Cl. As a reaction SMILES: [CH3:11][c:12]1[c:13]([NH:20][C:21]([C:22]([C:23]([F:24])([F:25])[F:26])([CH3:27])[OH:28])=[O:29])[cH:14][cH:15][c:16]([I:19])[c:17]1[Cl:18].[CH3:30][CH2:31][O:32][C:33]([CH3:34])=[O:35].[O:36]=[CH:37][N:38]([CH3:39])[CH3:40].[SH:1][c:2]1[cH:3][cH:4][c:5]([C:6](=[O:7])[OH:8])[cH:9][cH:10]1>>[S:1]([c:2]1[cH:3][cH:4][c:5]([C:6](=[O:7])[OH:8])[cH:9][cH:10]1)[c:16]1[cH:15][cH:14][c:13]([NH:20][C:21]([C:22]([C:23]([F:24])([F:25])[F:26])([CH3:27])[OH:28])=[O:29])[c:12]([CH3:11])[c:17]1[Cl:18]. Reactants: NN (hydrazine), C1(C=2C(C(N1CC1=CN3C(S1)=CN=C3)=O)=CC=CC2)=O (2-phthalimidomethylimidazo[5,1-b]thiazole). Solvent: C(C)O (ethanol). Yields the product NCC1=CN2C(S1)=CN=C2 (2-aminomethylimidazo[5,1-b]thiazole). The yield is 102.6%. Reaction SMILES: NN.C1(=O)[N:7]([CH2:8][C:9]2[S:13][C:12]3=[CH:14][N:15]=[CH:16][N:11]3[CH:10]=2)C(=O)C2=CC=CC=C12>C(O)C>[NH2:7][CH2:8][C:9]1[S:13][C:12]2=[CH:14][N:15]=[CH:16][N:11]2[CH:10]=1. Procedure: A 0.046 ml potion of anhydrous hydrazine was added to 10 ml of a dry ethanol solution containing 278.6 mg of 2-phthalimidomethylimidazo[5,1-b]thiazole, and the solution was then heated under reflux for 2 hours. The reaction solution was cooled on ice, and the resulting crystal was removed therefrom by filtration, followed by washing with a small amount of dichloromethane. The filtrate was concentrated under reduced pressure, and to the resulting residue, 15 ml of dichloromethane was added, and t... Reactants: CC=1NC=C(N1)C1=CC=C(C=C1)N (2-methyl-4-(4-amino-phenyl)-1H-imidazole), C(#N)N=COCC (ethyl N-cyanoformimidate). Run in C(C)O (ethanol). Yields the product C(#N)NC=NC1=CC=C(C=C1)C=1N=C(NC1)C (N-Cyano-N'-[4-(2-methyl-imidazol-4-yl)phenyl]-formamidine). Yield: 77.9%. Reaction SMILES: [CH3:1][C:2]1[NH:3][CH:4]=[C:5]([C:7]2[CH:12]=[CH:11][C:10]([NH2:13])=[CH:9][CH:8]=2)[N:6]=1.[C:14]([N:16]=[CH:17]OCC)#[N:15]>C(O)C>[C:14]([NH:16][CH:17]=[N:13][C:10]1[CH:11]=[CH:12][C:7]([C:5]2[N:6]=[C:2]([CH3:1])[NH:3][CH:4]=2)=[CH:8][CH:9]=1)#[N:15]. Procedure: A solution of 2-methyl-4-(4-amino-phenyl)-1H-imidazole (15 g) and ethyl N-cyanoformimidate (9.35 g) in ethanol (150 ml) was stirred at room temperature overnight. The product which crystallized out was collected by filtration, washed with cold ethanol and dried to give 15.2 g of the title compound. Starting materials: O (water), ice, [OH-].[NH4+] (ammonium hydroxide), CN(C)N=NC1=C([Se]C2=NC=CC=C21)C(=O)OCC (ethyl 3-[(dimethylamino)diazenyl]selenopheno[2,3-b]pyridine-2-carboxylate). Run in C1CCOC1 (THF). Reaction conditions: time 16 hour. Product: CN(C)N=NC1=C([Se]C2=NC=CC=C21)C(=O)N (3-[(Dimethylamino)diazenyl]selenopheno[2,3-b]pyridine-2-carboxamide). As a reaction SMILES: [OH-].[NH4+:2].[CH3:3][N:4]([N:6]=[N:7][C:8]1[C:16]2[C:11](=[N:12][CH:13]=[CH:14][CH:15]=2)[Se:10][C:9]=1[C:17]([O:19]CC)=O)[CH3:5].O>C1COCC1>[CH3:3][N:4]([N:6]=[N:7][C:8]1[C:16]2[C:11](=[N:12][CH:13]=[CH:14][CH:15]=2)[Se:10][C:9]=1[C:17]([NH2:2])=[O:19])[CH3:5] |f:0.1|. Procedure: To an ice cold (0-5° C.) solution of ammonium hydroxide (15 mL) was added a solution of ethyl 3-[(dimethylamino)diazenyl]selenopheno[2,3-b]pyridine-2-carboxylate (150 mg) in THF (5 mL) for 5 min and stirred at rt for 16 h. The solution was poured into ice cooled water and extracted with ethyl acetate (3×100 mL). The combined EtOAc layer was washed with water, brine and dried over sodium sulfate. The solution was filtered and evaporated the solvent. The residue was chromatographed over silica gel...